This data is from the Open Reaction Database (ORD), a public repository of structured organic reaction records. The task is: describe an organic reaction: reactants, conditions, products, and yield The reactants are C(=O)C1=NC=C(C=C1)C(=O)OC (methyl 2-formylpyridine-5-carboxylate), OS(=O)(=O)O (H2SO4), C(OC)(OC)OC (trimethyl orthoformate). Run in CO (methanol). Yields the product COC(C1=NC=C(C=C1)C(=O)OC)OC (Methyl 2-(Dimethoxymethyl)pyridine-5-carboxylate). Yield: 75.0%. Reaction SMILES: C([C:3]1[CH:8]=[CH:7][C:6]([C:9]([O:11][CH3:12])=[O:10])=[CH:5][N:4]=1)=O.OS(O)(=O)=O.[CH:18]([O:23][CH3:24])([O:21][CH3:22])OC>CO>[CH3:24][O:23][CH:18]([O:21][CH3:22])[C:3]1[CH:8]=[CH:7][C:6]([C:9]([O:11][CH3:12])=[O:10])=[CH:5][N:4]=1. Procedure details: To a solution of methyl 2-formylpyridine-5-carboxylate (2.00 g, 12.1 mmol) in methanol (20 ml) and trimethyl orthoformate (5 ml) was added H2SO4 (conc., 1.5 ml). After refluxing overnight, the reaction was cooled and concentrated to a thick slurry and then poured into saturated NaHCO3 (50 ml). The latter was extracted with ether (3×30 ml) and the combined organic layers dried (MgSO4) and concentrated to afford title product (1.91 g, 75%). The reactants are CC1(CCCCCC1)O (1-methylcycloheptan-1-ol), S(O)(O)(=O)=O (sulphuric acid), C1(C=2C(C(N1CC#N)=O)=CC=CC2)=O (phthalimidoacetonitrile), S(O)(O)(=O)=O (sulphuric acid). The solvent is C(C)(=O)O (acetic acid). The product is CC1(CCCCCC1)NC(CN1C(C=2C(C1=O)=CC=CC2)=O)=O (N-(1-methylcycloheptyl)-2-phthalimidoacetamide). Reaction SMILES: [C:1]1(=[O:14])[N:5]([CH2:6][C:7]#[N:8])[C:4](=[O:9])[C:3]2=[CH:10][CH:11]=[CH:12][CH:13]=[C:2]12.[CH3:15][C:16]1(O)[CH2:22][CH2:21][CH2:20][CH2:19][CH2:18][CH2:17]1.S(=O)(=O)(O)[OH:25]>C(O)(=O)C>[CH3:15][C:16]1([NH:8][C:7](=[O:25])[CH2:6][N:5]2[C:4](=[O:9])[C:3]3=[CH:10][CH:11]=[CH:12][CH:13]=[C:2]3[C:1]2=[O:14])[CH2:22][CH2:21][CH2:20][CH2:19][CH2:18][CH2:17]1. Reported procedure: By processes similar to those described in Examples 1, 2 and 3, phthalimidoacetonitrile (27.9 g.) was caused to react with 1-methylcycloheptan-1-ol (24 g.) in glacial acetic acid solution (90 ml.) at 50° C. by the addition of concentrated sulphuric acid (0 ml.). After the initial vigorous reaction, a further 6 ml. of sulphuric acid wasadded. After 2 hours the resulting N-(1-methylcycloheptyl)-2-phthalimidoacetamide was isolated by pouring into water; it was collected, washed and dried before cry... Conditions: temperature 100 celsius, time 3 hour. Reaction SMILES: Br[C:2]1[CH:9]=[C:8]([CH2:10][O:11][CH:12]([C:17]2[S:21][C:20]([C:22]3[CH:23]=[N:24][C:25]([C:28]([F:31])([F:30])[F:29])=[CH:26][CH:27]=3)=[N:19][C:18]=2[CH3:32])[C:13]([F:16])([F:15])[F:14])[CH:7]=[CH:6][C:3]=1[C:4]#[N:5].FC(F)(F)C(C1S[C:40]([C:42]2[CH:43]=NC(C(F)(F)F)=CC=2)=NC=1C)O.BrC1C=C(CBr)C=CC=1C#N.C1(P(C2CCCCC2)C2CCCCC2)CCCCC1.C1(B(O)O)CC1>C1(C)C=CC=CC=1.O.C(OCC)(=O)C>[CH:43]1([C:2]2[CH:9]=[C:8]([CH2:10][O:11][CH:12]([C:17]3[S:21][C:20]([C:22]4[CH:23]=[N:24][C:25]([C:28]([F:31])([F:30])[F:29])=[CH:26][CH:27]=4)=[N:19][C:18]=3[CH3:32])[C:13]([F:14])([F:16])[F:15])[CH:7]=[CH:6][C:3]=2[C:4]#[N:5])[CH2:42][CH2:40]1. Procedure details: 309 mg 2-Bromo-4-{2,2,2-trifluoro-1-[4-methyl-2-(6-trifluoromethyl-pyridin-3-yl)-thiazol-5-yl]-ethoxymethyl}-benzonitrile (derived from 2,2,2-Trifluoro-1-[4-methyl-2-(6-trifluoromethyl-pyridin-3-yl)-thiazol-5-yl]-ethanol and 2-Bromo-4-bromomethyl-benzonitrile according to the method described in example 30), 32 mg tricyclohexylphosphine, 148 mg cyclopropylboronic acid and 470 mg K3PO4 mono hydrate were dissolved in a mixture of 4 ml toluene and 0.4 ml water. The reaction mixture was purged with ... Starting materials: BrC1=C(C#N)C=CC(=C1)COC(C(F)(F)F)C1=C(N=C(S1)C=1C=NC(=CC1)C(F)(F)F)C (2-Bromo-4-{2,2,2-trifluoro-1-[4-methyl-2-(6-trifluoromethyl-pyridin-3-yl)-thiazol-5-yl]-ethoxymethyl}-benzonitrile), C1(CCCCC1)P(C1CCCCC1)C1CCCCC1 (tricyclohexylphosphine), C1(CC1)B(O)O (cyclopropylboronic acid), FC(C(O)C1=C(N=C(S1)C=1C=NC(=CC1)C(F)(F)F)C)(F)F (2,2,2-Trifluoro-1-[4-methyl-2-(6-trifluoromethyl-pyridin-3-yl)-thiazol-5-yl]-ethanol), BrC1=C(C#N)C=CC(=C1)CBr (2-Bromo-4-bromomethyl-benzonitrile), K3PO4 mono hydrate. Yields the product C1(CC1)C1=C(C#N)C=CC(=C1)COC(C(F)(F)F)C1=C(N=C(S1)C=1C=NC(=CC1)C(F)(F)F)C (2-Cyclopropyl-4-{2,2,2-trifluoro-1-[4-methyl-2-(6-trifluoromethyl-pyridin-3-yl)-thiazol-5-yl]-ethoxymethyl}-benzonitrile). Run in C1(=CC=CC=C1)C (toluene), O (water), C(C)(=O)OCC (ethyl acetate). Reactants: N(=O)[O-].[Na+] (sodium nitrite), N(=O)[O-].[Na+] (sodium nitrite), O=C(CC(=O)OCC)CC (ethyl 3-oxopentanoate). Run in O (water), CCOCC (ether), C(C)(=O)O (acetic acid), O (water). Run at time 1.5 hour. The product is O\N=C(/C(=O)OCC)\C(CC)=O (ethyl 2-(Z)-hydroxyimino-3-oxopentanoate). Yield: 72.9%. RXN SMILES: [O:1]=[C:2]([CH2:9][CH3:10])[CH2:3][C:4]([O:6][CH2:7][CH3:8])=[O:5].[N:11]([O-])=[O:12].[Na+]>C(O)(=O)C.O.CCOCC>[OH:12]/[N:11]=[C:3](/[C:2](=[O:1])[CH2:9][CH3:10])\[C:4]([O:6][CH2:7][CH3:8])=[O:5] |f:1.2|. Procedure details: A solution of ethyl 3-oxopentanoate (50 g) in acetic acid (66 ml) was cooled to 0° C. and treated dropwise with 2/3 portion of a solution of sodium nitrite (52.6 g) in water (170 ml). After dropping (40 minutes), the reaction mixture was diluted with water (170 ml) and stirred for 1.5 hours. The mixture was treated with the residual solution of sodium nitrite at room temperature and stirred for more 1.5 hours. The reaction mixture was diluted with ether and quenched by aqueous sodium bicarbonate... The reactants are FC1=C(C=CC(=C1)F)O (2,4-difluorophenol), BrCC(=O)C1=CC=C(C=C1)SC (2-bromo-1-(4-methylsulfanylphenyl)ethanone), C([O-])([O-])=O.[K+].[K+] (potassium carbonate). Reagents/catalysts: S(=O)(=O)(O)[O-].C(CCC)[N+](CCCC)(CCCC)CCCC (tetrabutylammonium hydrogensulfate). The solvent is C(Cl)Cl (methylene chloride), O (water), O (Water). Conditions: time 16 hour. The product is FC1=C(OCC(=O)C2=CC=C(C=C2)SC)C=CC(=C1)F (2-(2,4-Difluorophenoxy)-1-(4-methylsulfanyl phenyl)ethanone). RXN SMILES: [F:1][C:2]1[CH:7]=[C:6]([F:8])[CH:5]=[CH:4][C:3]=1[OH:9].Br[CH2:11][C:12]([C:14]1[CH:19]=[CH:18][C:17]([S:20][CH3:21])=[CH:16][CH:15]=1)=[O:13].C(=O)([O-])[O-].[K+].[K+]>C(Cl)Cl.S([O-])(O)(=O)=O.C([N+](CCCC)(CCCC)CCCC)CCC.O>[F:1][C:2]1[CH:7]=[C:6]([F:8])[CH:5]=[CH:4][C:3]=1[O:9][CH2:11][C:12]([C:14]1[CH:19]=[CH:18][C:17]([S:20][CH3:21])=[CH:16][CH:15]=1)=[O:13] |f:2.3.4,6.7|. Procedure details: To a solution of 2,4-difluorophenol (3.71 g; 29 mmol) and 2-bromo-1-(4-methylsulfanylphenyl)ethanone (7.00 g; 29 mmol) in methylene chloride (50 ml) was added a solution of potassium carbonate (5.91 g; 43 mmol) and tetrabutylammonium hydrogensulfate (0.48 g; 1.4 mmol) in water (20 ml). The mixture was stirred at room temperature for 16 hours. Water (100 ml) was added, the organic phase was decanted, and the basic phase was extracted with methylene chloride (2×100 ml). The organic solution was dr...